Dataset: the Open Reaction Database (ORD), a public repository of structured organic reaction records. Task: describe an organic reaction: reactants, conditions, products, and yield Reactants: C[Al](C)C, CO, Cc1ccccc1, N#CC1CN(c2ccc(Cl)cc2)C(c2ccc(Cl)cc2Cl)=N1, NS(=O)(=O)c1ccc(Cl)cc1, O, c1ccccc1. Product: N=C(NS(=O)(=O)c1ccc(Cl)cc1)C1CN(c2ccc(Cl)cc2)C(c2ccc(Cl)cc2Cl)=N1. As a reaction SMILES: [CH3:12][Al:13]([CH3:14])[CH3:15].[CH3:39][OH:40].[CH3:47][c:48]1[cH:49][cH:50][cH:51][cH:52][cH:53]1.[Cl:16][c:17]1[cH:18][cH:19][c:20]([N:23]2[C:24]([c:30]3[c:31]([Cl:37])[cH:32][c:33]([Cl:36])[cH:34][cH:35]3)=[N:25][CH:26]([C:28]#[N:29])[CH2:27]2)[cH:21][cH:22]1.[Cl:1][c:2]1[cH:3][cH:4][c:5]([S:8](=[O:9])(=[O:10])[NH2:11])[cH:6][cH:7]1.[OH2:38].[cH:41]1[cH:42][cH:43][cH:44][cH:45][cH:46]1>>[Cl:1][c:2]1[cH:3][cH:4][c:5]([S:8](=[O:9])(=[O:10])[NH:11][C:28]([CH:26]2[N:25]=[C:24]([c:30]3[c:31]([Cl:37])[cH:32][c:33]([Cl:36])[cH:34][cH:35]3)[N:23]([c:20]3[cH:19][cH:18][c:17]([Cl:16])[cH:22][cH:21]3)[CH2:27]2)=[NH:29])[cH:6][cH:7]1. Reactants: C(Cl)C1CO1 (epichlorohydrin), C(C1=CC=CC=C1)C(=O)C1=CC=C(C=C1)O (4-hydroxyphenyl benzyl ketone), [OH-].[Na+] (NaOH), [OH-].[Na+] (NaOH), [OH-].[Na+] (NaOH), C(Cl)C1CO1 (epichlorohydrin). Run in O (H2O). The product is C(C1=CC=CC=C1)C(=O)C1=CC=C(C=C1)OCC1CO1 (4-Glycidyloxyphenyl benzyl ketone). As a reaction SMILES: [CH2:1]([CH:3]1[O:5][CH2:4]1)Cl.[CH2:6]([C:13]([C:15]1[CH:20]=[CH:19][C:18]([OH:21])=[CH:17][CH:16]=1)=[O:14])[C:7]1[CH:12]=[CH:11][CH:10]=[CH:9][CH:8]=1.[OH-].[Na+]>O>[CH2:6]([C:13]([C:15]1[CH:16]=[CH:17][C:18]([O:21][CH2:1][CH:3]2[O:5][CH2:4]2)=[CH:19][CH:20]=1)=[O:14])[C:7]1[CH:8]=[CH:9][CH:10]=[CH:11][CH:12]=1 |f:2.3|. Procedure: A 100 ml 3-neck round-bottom flask equipped with a magnetic stir bar, thermometer and reflux condenser was charged with 11.0 g epichlorohydrin, 5.0 g 4-hydroxyphenyl benzyl ketone, and 0.1 ml H2O. The reactants were stirred on a hotplate. NaOH was then added, ~0.2 g per addition, up to a total of 0.95 g NaOH. The rate of NaOH addition was controlled to keep the reaction temperature below 100° C. At the end of the exothermic reaction, excess epichlorohydrin was removed by vacuum distillation with...